Dataset: the Open Reaction Database (ORD), a public repository of structured organic reaction records. Task: describe an organic reaction: reactants, conditions, products, and yield Yield: 42.3%. As a reaction SMILES: [C:1]([NH:4][CH:5]([CH2:16][S:17]([C:20]1[CH:25]=[CH:24][C:23]([S:26][C:27]2[CH:32]=[CH:31][CH:30]=[CH:29][CH:28]=2)=[CH:22][CH:21]=1)(=[O:19])=[O:18])[C:6]([NH:8][O:9]C1CCCCO1)=[O:7])(=[O:3])[CH3:2].O.C1(C)C=CC(S(O)(=O)=O)=CC=1>CO>[C:1]([NH:4][CH:5]([CH2:16][S:17]([C:20]1[CH:25]=[CH:24][C:23]([S:26][C:27]2[CH:32]=[CH:31][CH:30]=[CH:29][CH:28]=2)=[CH:22][CH:21]=1)(=[O:18])=[O:19])[C:6]([NH:8][OH:9])=[O:7])(=[O:3])[CH3:2] |f:1.2|. The solvent is CO (methanol). Procedure details: To a solution of the title compound of Example 15a (400 mg, 0.84 mmol) in methanol (40 mg), was added p-toluenesulfonic acid, monohydrate (40 mg, 0.21 mmol). After stirring at room temperature for 2 hours, the solution was concentrated. Purification by flash chromatography (4:96 MeOH/CHCl3) yielded the title compound as a white solid (140 mg, 42%): Anal. Calcd. for C17H18N2O5S2.0.8H2O: C, 49.94; H, 4.83; N, 6.85; S, 15.68. Found: C, 50.23; H, 4.62; N, 6.80; S, 15.29. Run at time 2 hour. The reactants are C(C)(=O)NC(C(=O)NOC1OCCCC1)CS(=O)(=O)C1=CC=C(C=C1)SC1=CC=CC=C1 (2-(Acetylamino)-3-[[4-(phenylthio)phenyl]sulfonyl]-N-[(3,4,5,6-tetrahydro-2H-pyran-2-yl]oxy]propanamide), O.C1(=CC=C(C=C1)S(=O)(=O)O)C (p-toluenesulfonic acid, monohydrate). Product: C(C)(=O)NC(C(=O)NO)CS(=O)(=O)C1=CC=C(C=C1)SC1=CC=CC=C1 (2-(Acetylamino)-N-hydroxy-3-[[4-(phenylthio)phenyl]sulfonyl]propanamide). Procedure details: 4-Phenoxybenzaldehyde (1.0 g, 5.0 mmol) and 4-fluorobenzylamine (631 mg, 5.0 mmol) were dissolved in methanol (17 mL) under a nitrogen at room temperature. Sodium cyanoborohydride (317 mg, 5.0 mmol) was added, and stirring was continued for 48 hours. The solvent was evaporated, and the residue was suspended in ether, washed with brine, and dried over Na2SO4. The ether was evaporated, and the crude product was chromatographed on silica gel eluting with 3% methanol in methylene chloride to provide... The product is FC1=CC=C(CNCC2=CC=C(C=C2)OC2=CC=CC=C2)C=C1 (N-(4-Fluorobenzyl)-N-(4-phenoxybenzyl)amine). Run at time 48 hour. Isolated yield 97.6%. Starting materials: O(C1=CC=CC=C1)C1=CC=C(C=O)C=C1 (4-Phenoxybenzaldehyde), FC1=CC=C(CN)C=C1 (4-fluorobenzylamine), C(#N)[BH3-].[Na+] (Sodium cyanoborohydride). Solvent: CO (methanol). RXN SMILES: [O:1]([C:8]1[CH:15]=[CH:14][C:11]([CH:12]=O)=[CH:10][CH:9]=1)[C:2]1[CH:7]=[CH:6][CH:5]=[CH:4][CH:3]=1.[F:16][C:17]1[CH:24]=[CH:23][C:20]([CH2:21][NH2:22])=[CH:19][CH:18]=1.C([BH3-])#N.[Na+]>CO>[F:16][C:17]1[CH:24]=[CH:23][C:20]([CH2:21][NH:22][CH2:12][C:11]2[CH:14]=[CH:15][C:8]([O:1][C:2]3[CH:7]=[CH:6][CH:5]=[CH:4][CH:3]=3)=[CH:9][CH:10]=2)=[CH:19][CH:18]=1 |f:2.3|. Reactants: OC(c1ccc(Br)cc1)C(F)F, CC(C)CS(=O)(=O)N1CCC2(CCN(c3ccc(C(O)C(F)(F)F)cc3)C2=O)CC1, CC(C)CS(=O)(=O)N1CCC2(CCNC2=O)CC1. The product is CC(C)CS(=O)(=O)N1CCC2(CCN(c3ccc(C(O)C(F)F)cc3)C2=O)CC1. As a reaction SMILES: [Br:49][c:50]1[cH:51][cH:52][c:53]([CH:54]([OH:55])[CH:56]([F:57])[F:58])[cH:59][cH:60]1.[CH2:19]([CH:20]([CH3:21])[CH3:22])[S:23](=[O:24])(=[O:25])[N:26]1[CH2:27][CH2:28][C:29]2([CH2:30][CH2:31][N:32]([c:35]3[cH:36][cH:37][c:38]([CH:41]([C:42]([F:43])([F:44])[F:45])[OH:46])[cH:39][cH:40]3)[C:33]2=[O:34])[CH2:47][CH2:48]1.[CH2:1]([S:2]([N:3]1[CH2:4][CH2:5][C:6]2([C:7](=[O:8])[NH:9][CH2:10][CH2:11]2)[CH2:12][CH2:13]1)(=[O:14])=[O:15])[CH:16]([CH3:17])[CH3:18]>>[CH2:19]([CH:20]([CH3:21])[CH3:22])[S:23](=[O:24])(=[O:25])[N:26]1[CH2:27][CH2:28][C:29]2([CH2:30][CH2:31][N:32]([c:35]3[cH:36][cH:37][c:38]([CH:41]([CH:42]([F:43])[F:44])[OH:46])[cH:39][cH:40]3)[C:33]2=[O:34])[CH2:47][CH2:48]1. Starting materials: C(C)(C)N=C1CCC2C1CC=1C=CC=CC21 (3,3a,8,8a-Tetrahydro-N-isopropylcyclopent[a]inden-1[2H]-imine), CI (methyl iodide). Product: [I-].C1(CCC2C1CC=1C=CC=CC21)=[N+](C)C(C)C ((3,3a,8,8a-Tetrahydrocyclopent[a]inden-1[2H]-ylidene) isopropyl methyl ammonium iodide). RXN SMILES: [CH:1]([N:4]=[C:5]1[CH:9]2[CH2:10][C:11]3[CH:12]=[CH:13][CH:14]=[CH:15][C:16]=3[CH:8]2[CH2:7][CH2:6]1)([CH3:3])[CH3:2].[CH3:17][I:18]>>[I-:18].[C:5]1(=[N+:4]([CH:1]([CH3:3])[CH3:2])[CH3:17])[CH:9]2[CH2:10][C:11]3[CH:12]=[CH:13][CH:14]=[CH:15][C:16]=3[CH:8]2[CH2:7][CH2:6]1 |f:2.3|. Procedure: 3,3a,8,8a-Tetrahydro-N-isopropylcyclopent[a]inden-1[2H]-imine (1.4 g) and methyl iodide (3 ml) were kept at room temperature overnight. The resultant solid mass was triturated with ether to give the quaternary salt as a buff solid, m.p. 168°-170°.